This data is from the Open Reaction Database (ORD), a public repository of structured organic reaction records. The task is: describe an organic reaction: reactants, conditions, products, and yield The yield is 81.8%. RXN SMILES: [CH2:1]([NH2:5])[CH2:2][CH2:3][CH3:4].[Li][CH2:7][CH2:8][CH2:9][CH3:10].[Cl:11][C:12]1[C:13]([C:18]([O:20]CC)=O)=[N:14][NH:15][C:16]=1[CH3:17]>C1COCC1>[CH2:1]([N:5]([CH2:7][CH2:8][CH2:9][CH3:10])[C:18]([C:13]1[C:12]([Cl:11])=[C:16]([CH3:17])[NH:15][N:14]=1)=[O:20])[CH2:2][CH2:3][CH3:4]. Run at temperature -78 celsius, time 30 minute. Solvent: C1CCOC1 (THF), C1CCOC1 (THF). Procedure: To a solution of n-butylamine (900 μL, 5.30 mmol) in THF (4.0 mL) was added n-BuLi (5.0 mL, 7.95 mmol, 2.5M solution in hexanes) at −78° C. After stirring at −78° C. for 30 min, a solution of ethyl 4-chloro-5-methyl-1H-pyrazole-3-carboxylate (500 mg, 2.65 mmol) in 2.0 mL of THF was added dropwise via syringe. The reaction mixture was allowed to warm to room temperature overnight and quenched with sat. aq. NH4Cl solution. The aqueous layer was extracted with CH2Cl2 (3×), and the combined organic ... Product: C(CCC)N(C(=O)C1=NNC(=C1Cl)C)CCCC (N,N-Dibutyl-4-chloro-5-methyl-1H-pyrazole-3-carboxamide). Reactants: C(CCC)N (n-butylamine), [Li]CCCC (n-BuLi), ClC=1C(=NNC1C)C(=O)OCC (ethyl 4-chloro-5-methyl-1H-pyrazole-3-carboxylate). The reactants are ClC(C(O)C1=C(C=CC(=C1)C(=O)O)O)Cl (2,2-dichloro-1-(2-hydroxy-5-carboxyphenyl)ethanol), ClC(C(O)O)(Cl)Cl (chloral hydrate), S(O)(O)(=O)=O (sulphuric acid). Run at time 3 day. The product is ClC(C1OC(OC2=C1C=C(C=C2)C(=O)O)C(Cl)(Cl)Cl)Cl (4-dichloromethyl-2-trichloromethylbenzo[1,3]dioxin-6-carboxylic acid). RXN SMILES: [Cl:1][CH:2]([Cl:15])[CH:3]([C:5]1[CH:10]=[C:9]([C:11]([OH:13])=[O:12])[CH:8]=[CH:7][C:6]=1[OH:14])[OH:4].[Cl:16][C:17]([Cl:22])([Cl:21])[CH:18](O)O.S(=O)(=O)(O)O>>[Cl:1][CH:2]([Cl:15])[CH:3]1[C:5]2[CH:10]=[C:9]([C:11]([OH:13])=[O:12])[CH:8]=[CH:7][C:6]=2[O:14][CH:18]([C:17]([Cl:22])([Cl:21])[Cl:16])[O:4]1. Procedure: A mixture of 2,2-dichloro-1-(2-hydroxy-5-carboxyphenyl)ethanol (1.25 g.), chloral hydrate (1.0 g.) and concentrated sulphuric acid (12.5 ml.) was stirred at room temperature for 3 days. The reaction mixture was poured onto ice, and the product was filtered off, washed with water, dried and crystallised from aqueous acetic acid to give 4-dichloromethyl-2-trichloromethylbenzo[1,3]dioxin-6-carboxylic acid, m.p. 209° C. Starting materials: NC1=NC(CF)(c2cc([N+](=O)[O-])ccc2F)C2CC(F)(F)CC2(CF)O1, Nc1ccccc1. Yields the product NC1=NC(CF)(c2cc(N)ccc2F)C2CC(F)(F)CC2(CF)O1. As a reaction SMILES: [F:8][C:9]1([F:33])[CH2:10][C:11]2([CH2:31][F:32])[CH:12]([C:13]([CH2:18][F:19])([c:20]3[c:21]([F:29])[cH:22][cH:23][c:24]([N+:26]([O-:27])=[O:28])[cH:25]3)[N:14]=[C:15]([NH2:17])[O:16]2)[CH2:30]1.[NH2:1][c:2]1[cH:3][cH:4][cH:5][cH:6][cH:7]1>>[F:8][C:9]1([F:33])[CH2:10][C:11]2([CH2:31][F:32])[CH:12]([C:13]([CH2:18][F:19])([c:20]3[c:21]([F:29])[cH:22][cH:23][c:24]([NH2:26])[cH:25]3)[N:14]=[C:15]([NH2:17])[O:16]2)[CH2:30]1. Reactants: O=C(CCN1C=NC=C1)C (1-(3-oxobutyl)imidazole), C(C)N (ethylamine). The reagents and catalysts are [Pt]=O (platinum oxide). Solvent: C(C)O (ethanol). Product: C(C)NC(CCN1C=NC=C1)C (1-(3-ethylaminobutyl)imidazole). Reaction SMILES: O=[C:2]([CH3:10])[CH2:3][CH2:4][N:5]1[CH:9]=[CH:8][N:7]=[CH:6]1.[CH2:11]([NH2:13])[CH3:12]>[Pt]=O.C(O)C>[CH2:11]([NH:13][CH:2]([CH3:10])[CH2:3][CH2:4][N:5]1[CH:9]=[CH:8][N:7]=[CH:6]1)[CH3:12]. Reported procedure: A mixture of 1-(3-oxobutyl)imidazole, ethylamine and ethanol is hydrogenated using platinum oxide as catalyst, by the procedure of Example 3, to give 1-(3-ethylaminobutyl)imidazole. The reactants are O=C1CCNc2ccc(Cl)cc21, O=C(Cl)c1ccc(Cl)cc1Cl, ClCCl, C1COCCO1, O, c1ccncc1. Product: O=C1CCN(C(=O)c2ccc(Cl)cc2Cl)c2ccc(Cl)cc21. RXN SMILES: [Cl:1][c:2]1[cH:3][c:4]2[c:9]([cH:10][cH:11]1)[NH:8][CH2:7][CH2:6][C:5]2=[O:12].[Cl:25][c:26]1[c:27]([C:28](=[O:29])[Cl:30])[cH:31][cH:32][c:33]([Cl:35])[cH:34]1.[Cl:36][CH2:37][Cl:38].[O:19]1[CH2:20][CH2:21][O:22][CH2:23][CH2:24]1.[OH2:39].[cH:13]1[cH:14][cH:15][n:16][cH:17][cH:18]1>>[Cl:1][c:2]1[cH:3][c:4]2[c:9]([cH:10][cH:11]1)[N:8]([C:28]([c:27]1[c:26]([Cl:25])[cH:34][c:33]([Cl:35])[cH:32][cH:31]1)=[O:29])[CH2:7][CH2:6][C:5]2=[O:12].